Dataset: the Open Reaction Database (ORD), a public repository of structured organic reaction records. Task: describe an organic reaction: reactants, conditions, products, and yield Starting materials: NC(=O)OC1CN(CCC1)C=1N=C2N(C(C1/C=C/C(=O)OC(C)(C)C)=O)C=CC(=C2)C(=O)NC=2SC=C(N2)C2CCC2 (tert-Butyl (E)-3-(2-{3-[(aminocarbonyl)oxy]piperidino}-8-{[(4-cyclobutyl-1,3-thiazol-2-yl)amino]carbonyl}-4-oxo-4H-pyrido[1,2-a]pyrimidin-3-yl)-2-propenoate), Cl (hydrochloric acid). Run in O1CCOCC1 (dioxane). Conditions: time 2 hour. The product is NC(=O)OC1CN(CCC1)C=1N=C2N(C(C1/C=C/C(=O)O)=O)C=CC(=C2)C(=O)NC=2SC=C(N2)C2CCC2 ((E)-3-(2-{3-[(Aminocarbonyl)oxy]piperidino}-8-{[(4-cyclobutyl-1,3-thiazol-2-yl)-amino]carbonyl}-4-oxo-4H-pyrido[1,2-a]pyrimidin-3-yl)-2-propenoic acid). RXN SMILES: [NH2:1][C:2]([O:4][CH:5]1[CH2:10][CH2:9][CH2:8][N:7]([C:11]2[N:12]=[C:13]3[CH:30]=[C:29]([C:31]([NH:33][C:34]4[S:35][CH:36]=[C:37]([CH:39]5[CH2:42][CH2:41][CH2:40]5)[N:38]=4)=[O:32])[CH:28]=[CH:27][N:14]3[C:15](=[O:26])[C:16]=2/[CH:17]=[CH:18]/[C:19]([O:21]C(C)(C)C)=[O:20])[CH2:6]1)=[O:3].Cl>O1CCOCC1>[NH2:1][C:2]([O:4][CH:5]1[CH2:10][CH2:9][CH2:8][N:7]([C:11]2[N:12]=[C:13]3[CH:30]=[C:29]([C:31]([NH:33][C:34]4[S:35][CH:36]=[C:37]([CH:39]5[CH2:42][CH2:41][CH2:40]5)[N:38]=4)=[O:32])[CH:28]=[CH:27][N:14]3[C:15](=[O:26])[C:16]=2/[CH:17]=[CH:18]/[C:19]([OH:21])=[O:20])[CH2:6]1)=[O:3]. Procedure: tert-Butyl (E)-3-(2-{3-[(aminocarbonyl)oxy]piperidino}-8-{[(4-cyclobutyl-1,3-thiazol-2-yl)amino]carbonyl}-4-oxo-4H-pyrido[1,2-a]pyrimidin-3-yl)-2-propenoate (20 mg, 0.034 mmol) was added with a mixed solution of 4 N hydrochloric acid and dioxane (1.5 ml) at room temperature and stirred for 2 hours. The reaction solution was concentrated under reduced pressure, and the resulting residue was purified by thin layer silica gel chromatography (chloroform:methanol=10:1) to obtain 9 mg (58% for the two... Starting materials: CC(=O)O, Nc1ccc(Cl)cc1[N+](=O)[O-], Cl, Cl[Cu], O=C(O)C(F)(F)F, O=N[O-], [Na+], O, O=S(O)O. The product is O=[N+]([O-])c1cc(Cl)ccc1S(=O)(=O)Cl. Reaction SMILES: [CH3:16][C:17](=[O:18])[OH:19].[Cl:1][c:2]1[cH:3][c:4]([N+:9](=[O:10])[O-:11])[c:5]([NH2:8])[cH:6][cH:7]1.[ClH:24].[Cu:33][Cl:34].[F:25][C:26]([F:27])([F:28])[C:29]([OH:30])=[O:31].[N:12]([O-:13])=[O:14].[Na+:15].[OH2:32].[OH:20][S:21]([OH:22])=[O:23]>>[Cl:1][c:2]1[cH:3][c:4]([N+:9](=[O:10])[O-:11])[c:5]([S:21](=[O:20])(=[O:23])[Cl:24])[cH:6][cH:7]1. Starting materials: C(C)(C)(C)C=1N=C(C2=C(N1)N(N=N2)CC)N2CC(CC2)(F)F (5-tert-Butyl-7-(3,3-difluoro-pyrrolidin-1-yl)-3-ethyl-3H-[1,2,3]triazolo[4,5-d]pyrimidine), C(C)(C)(C)C=1N=C(C2=C(N1)NN=N2)N2CC(CC2)(F)F (5-tert-butyl-7-(3,3-difluoropyrrolidin-1-yl)-3H-[1,2,3]triazolo[4,5-d]pyrimidine), ClCC1=NC(=NO1)C(F)(F)F (5-(chloromethyl)-3-(trifluoromethyl)-1,2,4-oxadiazole). The product is C(C)(C)(C)C=1N=C(C2=C(N1)N(N=N2)CC2=NC(=NO2)C(F)(F)F)N2CC(CC2)(F)F (5-tert-Butyl-7-(3,3-difluoro-pyrrolidin-1-yl)-3-(3-trifluoromethyl-[1,2,4]oxadiazol-5-ylmethyl)-3H-[1,2,3]triazolo[4,5-d]pyrimidine). As a reaction SMILES: [C:1]([C:5]1[N:6]=[C:7]([N:16]2[CH2:20][CH2:19][C:18]([F:22])([F:21])[CH2:17]2)[C:8]2[N:13]=[N:12][N:11]([CH2:14][CH3:15])[C:9]=2[N:10]=1)([CH3:4])([CH3:3])[CH3:2].C(C1N=C(N2CCC(F)(F)C2)C2N=NNC=2N=1)(C)(C)C.ClCC1[O:49][N:48]=[C:47]([C:50]([F:53])([F:52])[F:51])[N:46]=1>>[C:1]([C:5]1[N:6]=[C:7]([N:16]2[CH2:20][CH2:19][C:18]([F:21])([F:22])[CH2:17]2)[C:8]2[N:13]=[N:12][N:11]([CH2:14][C:15]3[O:49][N:48]=[C:47]([C:50]([F:53])([F:52])[F:51])[N:46]=3)[C:9]=2[N:10]=1)([CH3:2])([CH3:3])[CH3:4]. Reported procedure: In analogy to the procedure described for the synthesis of 5-tert-butyl-7-(3,3-difluoropyrrolidin-1-yl)-3-ethyl-3H-[1,2,3]triazolo[4,5-d]pyrimidine (example 61), the title compound was prepared from 5-tert-butyl-7-(3,3-difluoropyrrolidin-1-yl)-3H-[1,2,3]triazolo[4,5-d]pyrimidine and 5-(chloromethyl)-3-(trifluoromethyl)-1,2,4-oxadiazole and isolated as brown gum. MS (m/e): 433.3 (MH+). Reactants: COC1(c2ccc(Cl)cc2)CCN(C(=O)OC(C)(C)C)CC1, CCOC(C)=O, Cl, O. Product: COC1(c2ccc(Cl)cc2)CCNCC1. Reaction SMILES: [C:1]([O:2][C:3](=[O:4])[N:8]1[CH2:9][CH2:10][C:11]([O:14][CH3:15])([c:16]2[cH:17][cH:18][c:19]([Cl:22])[cH:20][cH:21]2)[CH2:12][CH2:13]1)([CH3:5])([CH3:6])[CH3:7].[CH3:25][CH2:26][O:27][C:28](=[O:29])[CH3:30].[ClH:23].[OH2:24]>>[NH:8]1[CH2:9][CH2:10][C:11]([O:14][CH3:15])([c:16]2[cH:17][cH:18][c:19]([Cl:22])[cH:20][cH:21]2)[CH2:12][CH2:13]1.